describe an organic reaction: reactants, conditions, products, and yield From a dataset of the Open Reaction Database (ORD), a public repository of structured organic reaction records. Reactants: C(C)(C)C=1C=CC(=NC1)N(CCCC1=CC=C(C=C1)O)CC1=CC=C(C=C1)OC(F)(F)F (4-(3-{(5-isopropylpyridin-2-yl)[4-(trifluoromethoxy)benzyl]amino}propyl)phenol), C(C)(C)(C)OC(CBr)=O (tert-butyl-bromo-acetate), C(=O)(C(F)(F)F)O (TFA). Yields the product C(C)(C)C=1C=CC(=NC1)N(CCCC1=CC=C(OCC(=O)O)C=C1)CC1=CC=C(C=C1)OC(F)(F)F ([4-(3-{(5-Isopropylpyridin-2-yl)[4-(trifluoromethoxy)benzyl]amino}propyl)phenoxy]acetic acid). RXN SMILES: [CH:1]([C:4]1[CH:5]=[CH:6][C:7]([N:10]([CH2:21][C:22]2[CH:27]=[CH:26][C:25]([O:28][C:29]([F:32])([F:31])[F:30])=[CH:24][CH:23]=2)[CH2:11][CH2:12][CH2:13][C:14]2[CH:19]=[CH:18][C:17]([OH:20])=[CH:16][CH:15]=2)=[N:8][CH:9]=1)([CH3:3])[CH3:2].C([O:37][C:38](=[O:41])[CH2:39]Br)(C)(C)C.C(O)(C(F)(F)F)=O>>[CH:1]([C:4]1[CH:5]=[CH:6][C:7]([N:10]([CH2:21][C:22]2[CH:23]=[CH:24][C:25]([O:28][C:29]([F:32])([F:30])[F:31])=[CH:26][CH:27]=2)[CH2:11][CH2:12][CH2:13][C:14]2[CH:19]=[CH:18][C:17]([O:20][CH2:39][C:38]([OH:41])=[O:37])=[CH:16][CH:15]=2)=[N:8][CH:9]=1)([CH3:3])[CH3:2]. Reported procedure: Similarly prepared by alkylation of 4-(3-{(5-isopropylpyridin-2-yl)[4-(trifluoromethoxy)benzyl]amino}propyl)phenol with tert-butyl-bromo-acetate followed by standard TFA hydrolysis. Reactants: ClC1=C(C=NC2=CC(=C(C=C12)[N+](=O)[O-])OC)C#N (4-chloro-7-methoxy-6-nitro-3-quinolinecarbonitrile), ClC1=CC(=C(N)C=C1)F (4-chloro-2-fluoroaniline). Solvent: C(C)O (ethanol). Reaction conditions: time 3.5 hour. Yields the product ClC1=CC(=C(C=C1)NC1=C(C=NC2=CC(=C(C=C12)[N+](=O)[O-])OC)C#N)F (4-[(4-Chloro-2-fluorophenyl)amino]-7-methoxy-6-nitro-3-quinolinecarbonitrile). Reaction SMILES: Cl[C:2]1[C:11]2[C:6](=[CH:7][C:8]([O:15][CH3:16])=[C:9]([N+:12]([O-:14])=[O:13])[CH:10]=2)[N:5]=[CH:4][C:3]=1[C:17]#[N:18].[Cl:19][C:20]1[CH:26]=[CH:25][C:23]([NH2:24])=[C:22]([F:27])[CH:21]=1>C(O)C>[Cl:19][C:20]1[CH:26]=[CH:25][C:23]([NH:24][C:2]2[C:11]3[C:6](=[CH:7][C:8]([O:15][CH3:16])=[C:9]([N+:12]([O-:14])=[O:13])[CH:10]=3)[N:5]=[CH:4][C:3]=2[C:17]#[N:18])=[C:22]([F:27])[CH:21]=1. Procedure details: A mixture of 5.017 g (19.0 mmol) 4-chloro-7-methoxy-6-nitro-3-quinolinecarbonitrile, 250 ml ethanol, and .2.55 ml 22.8 mmol) 4-chloro-2-fluoroaniline was heated to reflux under N2. At 3.5 hours, removed heat and made basic with saturated sodium bicarbonate. Stripped solvents and azeotroped with ethanol. Slurried residue with hexane, collected solids, and washed with water. Dissolved in ethyl acetate, stirred with Darco, filtered, stripped solvent, and dried in vacuo, giving 6.54 g of yellow soli... Starting materials: CC(C)(C1=NOC(=N1)C)NC(=O)C1=NC(=C(C=C1)Br)OCC1CC1 (5-bromo-6-cyclopropylmethoxy-pyridine-2-carboxylic acid [1-methyl-1-(5-methyl-[1,2,4]oxadiazol-3-yl)-ethyl]-amide), CC(C)(C)[Si](O[C@@H]1CNCC1)(C)C ((35)-3-[[(1,1-dimethylethyl)dimethylsilyl]oxy]-pyrrolidine). Yields the product CC(C)(C1=NOC(=N1)C)NC(=O)C1=NC(=C(C=C1)N1C[C@H](CC1)O)OCC1CC1 (6-Cyclopropylmethoxy-5-((S)-3-hydroxy-pyrrolidin-1-yl)-pyridine-2-carboxylic acid [1-methyl-1-(5-methyl-[1,2,4]oxadiazol-3-yl)-ethyl]-amide). Reaction SMILES: [CH3:1][C:2]([NH:10][C:11]([C:13]1[CH:18]=[CH:17][C:16](Br)=[C:15]([O:20][CH2:21][CH:22]2[CH2:24][CH2:23]2)[N:14]=1)=[O:12])([C:4]1[N:8]=[C:7]([CH3:9])[O:6][N:5]=1)[CH3:3].CC([Si](C)(C)[O:30][C@H:31]1[CH2:35][CH2:34][NH:33][CH2:32]1)(C)C>>[CH3:1][C:2]([NH:10][C:11]([C:13]1[CH:18]=[CH:17][C:16]([N:33]2[CH2:34][CH2:35][C@H:31]([OH:30])[CH2:32]2)=[C:15]([O:20][CH2:21][CH:22]2[CH2:24][CH2:23]2)[N:14]=1)=[O:12])([C:4]1[N:8]=[C:7]([CH3:9])[O:6][N:5]=1)[CH3:3]. Procedure: The title compound was synthesized in analogy to Example 322b, using 5-bromo-6-cyclopropylmethoxy-pyridine-2-carboxylic acid [1-methyl-1-(5-methyl-[1,2,4]oxadiazol-3-yl)-ethyl]-amide (Example 322a) and (35)-3-[[(1,1-dimethylethyl)dimethylsilyl]oxy]-pyrrolidine (CAN 207113-36-8) as starting materials. The protecting group was removed with tetrabutylammonium fluoride in THF; LC-MS (UV peak area/ESI) 100%, 402.2134 (M+H)+.